Dataset: the Open Reaction Database (ORD), a public repository of structured organic reaction records. Task: describe an organic reaction: reactants, conditions, products, and yield Yields the product C(C)(C)NCCCN1C2=NC=NC(=C2N=C1SC1=CC2=C(OCO2)C=C1C1=CC=C(C=C1)OC)N (9-(3-(isopropylamino)propyl)-8-(6-(4-methoxyphenyl)benzo[d][1,3]dioxol-5-ylthio)-9H-purin-6-amine). Run in O (H2O), CN(C)C=O (DMF). The reagents and catalysts are Cl[Pd]([P](C1=CC=CC=C1)(C2=CC=CC=C2)C3=CC=CC=C3)([P](C4=CC=CC=C4)(C5=CC=CC=C5)C6=CC=CC=C6)Cl (Pd(PPh3)2Cl2). Reported procedure: 8-(6-(4-bromophenyl)benzo[d][1,3]dioxol-5-ylthio)-9-(3-(isopropylamino)propyl)-9H-purin-6-amine [DZ3-6]. 4-Bromophenylboronic acid (17.6 mg, 0.0877 mmol) was added to PU-H71 (30 mg, 0.0585 mmol) and NaHCO3 (14.7 mg, 0.1755 mmol). DMF (1 mL) was added and the reaction mixture was evacuated and back filled with nitrogen. This was repeated four times then nitrogen was bubbled through the reaction mixture for 10 minutes. Then H2O (0.1 mL) and Pd(PPh3)2Cl2 (4 mg, 0.00584 mmol) were added and the reac... As a reaction SMILES: Br[C:2]1[CH:7]=[CH:6][C:5]([C:8]2[C:9]([S:17][C:18]3[N:19]([CH2:28][CH2:29][CH2:30][NH:31][CH:32]([CH3:34])[CH3:33])[C:20]4[C:25]([N:26]=3)=[C:24]([NH2:27])[N:23]=[CH:22][N:21]=4)=[CH:10][C:11]3[O:15][CH2:14][O:13][C:12]=3[CH:16]=2)=[CH:4][CH:3]=1.BrC1C=CC(B(O)O)=CC=1.CC(NCCCN1C(SC2C=[C:67]3[O:69]COC3=CC=2I)=NC2C(N)=NC=NC1=2)C.C([O-])(O)=O.[Na+]>Cl[Pd](Cl)([P](C1C=CC=CC=1)(C1C=CC=CC=1)C1C=CC=CC=1)[P](C1C=CC=CC=1)(C1C=CC=CC=1)C1C=CC=CC=1.O.CN(C=O)C>[CH:32]([NH:31][CH2:30][CH2:29][CH2:28][N:19]1[C:18]([S:17][C:9]2[C:8]([C:5]3[CH:6]=[CH:7][C:2]([O:69][CH3:67])=[CH:3][CH:4]=3)=[CH:16][C:12]3[O:13][CH2:14][O:15][C:11]=3[CH:10]=2)=[N:26][C:25]2[C:20]1=[N:21][CH:22]=[N:23][C:24]=2[NH2:27])([CH3:34])[CH3:33] |f:3.4,^1:80,99|. Reactants: BrC1=CC=C(C=C1)B(O)O (4-Bromophenylboronic acid), CC(C)NCCCN1C2=C(C(=NC=N2)N)N=C1SC3=C(C=C4C(=C3)OCO4)I (PU-H71), C(=O)(O)[O-].[Na+] (NaHCO3), BrC1=CC=C(C=C1)C=1C(=CC2=C(OCO2)C1)SC=1N(C2=NC=NC(=C2N1)N)CCCNC(C)C (8-(6-(4-bromophenyl)benzo[d][1,3]dioxol-5-ylthio)-9-(3-(isopropylamino)propyl)-9H-purin-6-amine). Reaction conditions: temperature 90 celsius. Starting materials: CCOC(=O)Cc1nnc(CC)s1, CCO, Cl, [Na+], [OH-]. Yields the product CCc1nnc(CC(=O)O)s1. As a reaction SMILES: [CH2:1]([CH3:2])[O:3][C:4]([CH2:5][c:6]1[s:7][c:8]([CH2:11][CH3:12])[n:9][n:10]1)=[O:13].[CH3:17][CH2:18][OH:19].[ClH:16].[Na+:15].[OH-:14]>>[O:3]=[C:4]([CH2:5][c:6]1[s:7][c:8]([CH2:11][CH3:12])[n:9][n:10]1)[OH:13]. Starting materials: [Al+3], C=CC1CCC2C3CCC4=CC(=O)C=CC4(C)C3CCC12C, [H-], [H-], [H-], [H-], [Li+]. Product: C=CC1CCC2C3CCC4=CC(O)C=CC4(C)C3CCC12C. As a reaction SMILES: [Al+3:24].[CH2:1]=[CH:2][CH:3]1[CH2:4][CH2:5][CH:6]2[CH:7]3[CH2:8][CH2:9][C:10]4=[CH:11][C:12](=[O:22])[CH:13]=[CH:14][C:15]4([CH3:16])[CH:17]3[CH2:18][CH2:19][C:20]12[CH3:21].[H-:23].[H-:26].[H-:27].[H-:28].[Li+:25]>>[CH2:1]=[CH:2][CH:3]1[CH2:4][CH2:5][CH:6]2[CH:7]3[CH2:8][CH2:9][C:10]4=[CH:11][CH:12]([OH:22])[CH:13]=[CH:14][C:15]4([CH3:16])[CH:17]3[CH2:18][CH2:19][C:20]12[CH3:21]. Starting materials: CCOC(=O)CC(=O)c1cccc(F)c1, CC(=O)O, O=N[O-], [Na+], O. Product: CCOC(=O)C(=NO)C(=O)c1cccc(F)c1. Reaction SMILES: [CH2:1]([CH3:2])[O:3][C:4]([CH2:5][C:6](=[O:7])[c:8]1[cH:9][c:10]([F:14])[cH:11][cH:12][cH:13]1)=[O:15].[CH3:16][C:17](=[O:18])[OH:19].[N:20](=[O:21])[O-:22].[Na+:23].[OH2:24]>>[CH2:1]([CH3:2])[O:3][C:4]([C:5]([C:6](=[O:7])[c:8]1[cH:9][c:10]([F:14])[cH:11][cH:12][cH:13]1)=[N:20][OH:21])=[O:15]. Starting materials: [K+], [Na+], O=[N+]([O-])[O-], [OH-], O=S(=O)(O)O, c1ccc2cnncc2c1. The product is O=[N+]([O-])c1cccc2cnncc12. Reaction SMILES: [K+:11].[Na+:17].[O-:12][N+:13]([O-:14])=[O:15].[OH-:16].[S:18](=[O:19])(=[O:20])([OH:21])[OH:22].[cH:1]1[cH:2][cH:3][c:4]2[cH:5][n:6][n:7][cH:8][c:9]2[cH:10]1>>[cH:1]1[cH:2][c:3]([N+:13](=[O:12])[O-:14])[c:4]2[cH:5][n:6][n:7][cH:8][c:9]2[cH:10]1. Conditions: time 75 minute. Product: [N+](=O)([O-])C=1C=C2C(=CN(C2=CC1)CCC(=O)OC)CC=1C=NC=CC1 (Methyl 5-nitro-3-(3-pyridylmethyl)-1H-indole-1-propanoate). Starting materials: [OH-].C(C1=CC=CC=C1)[N+](C)(C)C (Benzyltrimethylammonium hydroxide), [N+](=O)([O-])C=1C=C2C(=CNC2=CC1)CC=1C=NC=CC1 (5-nitro-3-(3-pyridylmethyl)-1H-indole), C(C=C)(=O)OC (methyl acrylate). Solvent: O1CCOCC1 (dioxan). RXN SMILES: [OH-].C([N+](C)(C)C)C1C=CC=CC=1.[N+:13]([C:16]1[CH:17]=[C:18]2[C:22](=[CH:23][CH:24]=1)[NH:21][CH:20]=[C:19]2[CH2:25][C:26]1[CH:27]=[N:28][CH:29]=[CH:30][CH:31]=1)([O-:15])=[O:14].[C:32]([O:36][CH3:37])(=[O:35])[CH:33]=[CH2:34]>O1CCOCC1>[N+:13]([C:16]1[CH:17]=[C:18]2[C:22](=[CH:23][CH:24]=1)[N:21]([CH2:34][CH2:33][C:32]([O:36][CH3:37])=[O:35])[CH:20]=[C:19]2[CH2:25][C:26]1[CH:27]=[N:28][CH:29]=[CH:30][CH:31]=1)([O-:15])=[O:14] |f:0.1|. Procedure: Benzyltrimethylammonium hydroxide (0.8 ml of 40% solution in methanol) was added to a stirred mixture of 5-nitro-3-(3-pyridylmethyl)-1H-indole (7.34 g) and methyl acrylate (3.0 g) in dioxan (140 ml) and the resulting solution was stirred for 75 minutes and then evaporated. The residue was partitioned between water and ethyl acetate. The aqueous layer was separated and extracted with ethyl acetate. The organic layers were combined, washed with water and dried (Na2SO4). Evaporation of the solvent ... Isolated yield 74.5%. The reactants are BrCc1nc2ccccc2s1, CCCc1nc2cc(NS(=O)(=O)c3ccc(F)cc3)ccc2n1CC(=O)OC(C)(C)C, CC#N, CCOC(C)=O, [K+], [K+], O=C([O-])[O-], O. The product is CCCc1nc2cc(N(Cc3nc4ccccc4s3)S(=O)(=O)c3ccc(F)cc3)ccc2n1CC(=O)OC(C)(C)C. Reaction SMILES: [Br:1][CH2:2][c:3]1[s:4][c:5]2[c:6]([n:7]1)[cH:8][cH:9][cH:10][cH:11]2.[C:18]([CH3:19])([CH3:20])([CH3:21])[O:22][C:23]([CH2:24][n:25]1[c:26]([CH2:45][CH2:46][CH3:47])[n:27][c:28]2[c:29]1[cH:30][cH:31][c:32]([NH:34][S:35](=[O:36])(=[O:37])[c:38]1[cH:39][cH:40][c:41]([F:44])[cH:42][cH:43]1)[cH:33]2)=[O:48].[CH3:49][C:50]#[N:51].[CH3:52][CH2:53][O:54][C:55]([CH3:56])=[O:57].[K+:12].[K+:13].[O-:14][C:15]([O-:16])=[O:17].[OH2:58]>>[CH2:2]([c:3]1[s:4][c:5]2[c:6]([n:7]1)[cH:8][cH:9][cH:10][cH:11]2)[N:34]([c:32]1[cH:31][cH:30][c:29]2[n:25]([CH2:24][C:23]([O:22][C:18]([CH3:19])([CH3:20])[CH3:21])=[O:48])[c:26]([CH2:45][CH2:46][CH3:47])[n:27][c:28]2[cH:33]1)[S:35](=[O:36])(=[O:37])[c:38]1[cH:39][cH:40][c:41]([F:44])[cH:42][cH:43]1.